From a dataset of the Open Reaction Database (ORD), a public repository of structured organic reaction records. describe an organic reaction: reactants, conditions, products, and yield The reactants are O(C1=CC=CC=C1)C1=CC=C(C=O)C=C1 (4-phenoxybenzaldehyde), OS(=O)[O-].[Na+] (NaHSO3), NC=1C=C(C#N)C=CC1N (3,4-Diaminobenzonitrile), C(C)O (ethanol). Solvent: O (water). Reaction conditions: temperature 25 celsius, time 2 hour. The product is O(C1=CC=CC=C1)C1=CC=C(C=C1)C1=NC2=C(N1)C=CC(=C2)C#N (2-(4-phenoxyphenyl)-1H-benzimidazole-5-nitrile). Isolated yield 57.8%. Reaction SMILES: [O:1]([C:8]1[CH:15]=[CH:14][C:11]([CH:12]=O)=[CH:10][CH:9]=1)[C:2]1[CH:7]=[CH:6][CH:5]=[CH:4][CH:3]=1.OS([O-])=O.[Na+].[NH2:21][C:22]1[CH:23]=[C:24]([CH:27]=[CH:28][C:29]=1[NH2:30])[C:25]#[N:26].C(O)C>O>[O:1]([C:8]1[CH:15]=[CH:14][C:11]([C:12]2[NH:30][C:29]3[CH:28]=[CH:27][C:24]([C:25]#[N:26])=[CH:23][C:22]=3[N:21]=2)=[CH:10][CH:9]=1)[C:2]1[CH:7]=[CH:6][CH:5]=[CH:4][CH:3]=1 |f:1.2|. Procedure: To 4-phenoxybenzaldehyde (4.0 g, 0.020 mol) was added 20 mL of 40% NaHSO3 (aq). The mixture was stirred for 2 h at 25° C. 3,4-Diaminobenzonitrile (3.36 g, 0.0252 mol) and ethanol (50 mL) were added. The mixture was refluxed for 4 h. The reaction was then poured into water. The precipitate was filtered and recrystallized from ethyl acetate to afford 3.6 g (57%) of 2-(4-phenoxyphenyl)-1H-benzimidazole-5-nitrile. Reactants: resultant mixture, C(CCC)[B-](C1=CC=CC=C1)(C1=CC=CC=C1)C1=CC=CC=C1.[Li+] (lithium butyltriphenylborate), [I-].C[S+](CSC)C (dimethymethyl thiomethylsulfonium iodide). Solvent: O (water), O (water). Yields the product C[S+](CSC)C.C(CCC)[B-](C1=CC=CC=C1)(C1=CC=CC=C1)C1=CC=CC=C1 (dimethylmethylthiomethylsulfonium butyltriphenylborate). The yield is 72.0%. As a reaction SMILES: [CH2:1]([B-:5]([C:18]1[CH:23]=[CH:22][CH:21]=[CH:20][CH:19]=1)([C:12]1[CH:17]=[CH:16][CH:15]=[CH:14][CH:13]=1)[C:6]1[CH:11]=[CH:10][CH:9]=[CH:8][CH:7]=1)[CH2:2][CH2:3][CH3:4].[Li+].[I-].[CH3:26][S+:27]([CH3:31])[CH2:28][S:29][CH3:30]>O>[CH3:26][S+:27]([CH3:31])[CH2:28][S:29][CH3:30].[CH2:1]([B-:5]([C:18]1[CH:23]=[CH:22][CH:21]=[CH:20][CH:19]=1)([C:6]1[CH:7]=[CH:8][CH:9]=[CH:10][CH:11]=1)[C:12]1[CH:17]=[CH:16][CH:15]=[CH:14][CH:13]=1)[CH2:2][CH2:3][CH3:4] |f:0.1,2.3,5.6|. Procedure details: An aqueous solution of 5.00 g of lithium butyltriphenylborate in 100 ml of water was added to an aqueous solution of 4.08 g of dimethymethyl thiomethylsulfonium iodide in 200 ml of water, and the resultant mixture was stirred at room temperature for 30 minutes. Then, the reaction mixture was filtered, and the resultant crystal was washed with water and dried to give 4.96 g of dimethylmethylthiomethylsulfonium-butyltriphenylborate. Starting materials: CC(C)(C)OC(=O)N1CCC(n2cc(-c3cncc(Br)c3)cn2)CC1, O=C([O-])O, OB(O)c1cc(-c2cc(Cl)ccc2F)nc2ncccc12, [Na+], CN(C)C=O, O, Cl[Pd]Cl, c1ccc(P(c2ccccc2)c2ccccc2)cc1, c1ccc(P(c2ccccc2)c2ccccc2)cc1. Product: CC(C)(C)OC(=O)N1CCC(n2cc(-c3cncc(-c4cc(-c5cc(Cl)ccc5F)nc5ncccc45)c3)cn2)CC1. Reaction SMILES: [C:1]([CH3:2])([CH3:3])([CH3:4])[O:5][C:6](=[O:7])[N:8]1[CH2:9][CH2:10][CH:11]([n:14]2[n:15][cH:16][c:17](-[c:19]3[cH:20][n:21][cH:22][c:23]([Br:25])[cH:24]3)[cH:18]2)[CH2:12][CH2:13]1.[C:47](=[O:48])([OH:49])[O-:50].[Cl:26][c:27]1[cH:28][cH:29][c:30]([F:46])[c:31](-[c:33]2[n:34][c:35]3[n:36][cH:37][cH:38][cH:39][c:40]3[c:41]([B:43]([OH:44])[OH:45])[cH:42]2)[cH:32]1.[Na+:51].[O:52]=[CH:53][N:54]([CH3:55])[CH3:56].[OH2:57].[Pd:58]([Cl:59])[Cl:60].[c:61]1([P:62]([c:63]2[cH:64][cH:65][cH:66][cH:67][cH:68]2)[c:69]2[cH:70][cH:71][cH:72][cH:73][cH:74]2)[cH:75][cH:76][cH:77][cH:78][cH:79]1.[c:80]1([P:81]([c:82]2[cH:83][cH:84][cH:85][cH:86][cH:87]2)[c:88]2[cH:89][cH:90][cH:91][cH:92][cH:93]2)[cH:94][cH:95][cH:96][cH:97][cH:98]1>>[C:1]([CH3:2])([CH3:3])([CH3:4])[O:5][C:6](=[O:7])[N:8]1[CH2:9][CH2:10][CH:11]([n:14]2[n:15][cH:16][c:17](-[c:19]3[cH:20][n:21][cH:22][c:23](-[c:41]4[c:40]5[c:35]([n:34][c:33](-[c:31]6[c:30]([F:46])[cH:29][cH:28][c:27]([Cl:26])[cH:32]6)[cH:42]4)[n:36][cH:37][cH:38][cH:39]5)[cH:24]3)[cH:18]2)[CH2:12][CH2:13]1.